This data is from the Open Reaction Database (ORD), a public repository of structured organic reaction records. The task is: describe an organic reaction: reactants, conditions, products, and yield Reactants: N (ammonia), FC1=C(C(=CC=C1)F)C1=NC=2C(C=3C=CC(=CC13)C=1C=NN(C1)COCC[Si](C)(C)C)=NN(C2NC2CCN(CC2)S(=O)(=O)C)COCC[Si](C)(C)C (5-(2,6-difluorophenyl)-N-[1-(methylsulphonyl)piperidin-4-yl]-2-{[2-(trimethylsilyl)ethoxy]methyl}-7-(1-{[2-(trimethylsilyl)ethoxy]methyl}-1H-pyrazol-4-yl)-2H-pyrazolo[4,3-c]isoquinolin-3-amine), C(Cl)Cl (DCM), C(=O)(C(F)(F)F)O (TFA). Solvent: O (water). Run at temperature 0 celsius, time 5 hour. Yields the product FC1=C(C(=CC=C1)F)C1=NC2=C(C=3C=CC(=CC13)C=1C=NNC1)NN=C2NC2CCN(CC2)S(=O)(=O)C (5-(2,6-difluorophenyl)-N-[1-(methylsulphonyl)piperidin-4-yl]-7-(1H-pyrazol-4-yl)-1H-pyrazolo[4,3-c]isoquinolin-3-amine). Yield: 10.3%. As a reaction SMILES: [F:1][C:2]1[CH:7]=[CH:6][CH:5]=[C:4]([F:8])[C:3]=1[C:9]1[C:18]2[CH:17]=[C:16]([C:19]3[CH:20]=[N:21][N:22](COCC[Si](C)(C)C)[CH:23]=3)[CH:15]=[CH:14][C:13]=2[C:12]2=[N:32][N:33](COCC[Si](C)(C)C)[C:34]([NH:35][CH:36]3[CH2:41][CH2:40][N:39]([S:42]([CH3:45])(=[O:44])=[O:43])[CH2:38][CH2:37]3)=[C:11]2[N:10]=1.C(Cl)Cl.C(O)(C(F)(F)F)=O.N>O>[F:8][C:4]1[CH:5]=[CH:6][CH:7]=[C:2]([F:1])[C:3]=1[C:9]1[C:18]2[CH:17]=[C:16]([C:19]3[CH:20]=[N:21][NH:22][CH:23]=3)[CH:15]=[CH:14][C:13]=2[C:12]2[NH:32][N:33]=[C:34]([NH:35][CH:36]3[CH2:37][CH2:38][N:39]([S:42]([CH3:45])(=[O:44])=[O:43])[CH2:40][CH2:41]3)[C:11]=2[N:10]=1. Reported procedure: 73 mg of 5-(2,6-difluorophenyl)-N-[1-(methylsulphonyl)piperidin-4-yl]-2-{[2-(trimethylsilyl)ethoxy]methyl}-7-(1-{[2-(trimethylsilyl)ethoxy]methyl}-1H-pyrazol-4-yl)-2H-pyrazolo[4,3-c]isoquinolin-3-amine are introduced into 5 ml of DCM. After cooling to 0° C. using an ice bath, 0.58 ml of TFA is added and the mixture is stirred at RT for 5 h. The reaction mixture is concentrated under RP and the solid obtained is taken up in 23 ml of water, neutralized with 7.5M aqueous ammonia solution. It is ext... Reactants: CCOC(=O)C1(NC(=O)c2cccc(C)c2OC(C)C)Cc2ccccc2C1, CCO, [K+], [OH-], O. The product is Cc1cccc(C(=O)NC2(C(=O)O)Cc3ccccc3C2)c1OC(C)C. Reaction SMILES: [CH2:1]([CH3:2])[O:3][C:4](=[O:5])[C:6]1([NH:15][C:16]([c:17]2[c:18]([O:24][CH:25]([CH3:26])[CH3:27])[c:19]([CH3:23])[cH:20][cH:21][cH:22]2)=[O:28])[CH2:7][c:8]2[cH:9][cH:10][cH:11][cH:12][c:13]2[CH2:14]1.[CH3:32][CH2:33][OH:34].[K+:30].[OH-:29].[OH2:31]>>[O:3]=[C:4]([OH:5])[C:6]1([NH:15][C:16]([c:17]2[c:18]([O:24][CH:25]([CH3:26])[CH3:27])[c:19]([CH3:23])[cH:20][cH:21][cH:22]2)=[O:28])[CH2:7][c:8]2[cH:9][cH:10][cH:11][cH:12][c:13]2[CH2:14]1.